Dataset: the Open Reaction Database (ORD), a public repository of structured organic reaction records. Task: describe an organic reaction: reactants, conditions, products, and yield The reactants are NC=1C(=NC=CC1)C(=O)O (3-aminopyridine-2-carboxylic acid), C(=O)(N1C=NC=C1)N1C=NC=C1 (1,1′-carbonyldiimidazole), Cl.COC(C[C@H](CC)N)=O ((S)-3-aminopentanoic acid methyl ester hydrochloride). Solvent: N1=CC=CC=C1 (pyridine). Run at time 2 hour. Yields the product COC(C[C@H](CC)NC(=O)C1=NC=CC=C1N)=O ((S)-3-[(3-amino-pyridine-2-carbonyl)-amino]-pentanoic acid methyl ester). The yield is 55.6%. Reaction SMILES: [NH2:1][C:2]1[C:3]([C:8]([OH:10])=O)=[N:4][CH:5]=[CH:6][CH:7]=1.C(N1C=CN=C1)(N1C=CN=C1)=O.Cl.[CH3:24][O:25][C:26](=[O:32])[CH2:27][C@@H:28]([NH2:31])[CH2:29][CH3:30]>N1C=CC=CC=1>[CH3:24][O:25][C:26](=[O:32])[CH2:27][C@@H:28]([NH:31][C:8]([C:3]1[C:2]([NH2:1])=[CH:7][CH:6]=[CH:5][N:4]=1)=[O:10])[CH2:29][CH3:30] |f:2.3|. Procedure: To a solution of 321 mg of 3-aminopyridine-2-carboxylic acid in pyridine (5.0 mL) is added 377 mg of 1,1′-carbonyldiimidazole and the mixture is stirred for 2 h at room temperature. The resulting mixture is treated with 300 mg of (S)-3-aminopentanoic acid methyl ester hydrochloride and the mixture is stirred for 16 h at room temperature. Then the solvent is removed under vacuum and the residue is purified by flash chromatography on silica gel to give 250 mg (56%) of (S)-3-[(3-amino-pyridine-2-ca... Starting materials: ClC1=C(C=C(C=C1)CC(=O)O)[N+](=O)[O-] (4-chloro-3-nitro-phenylacetic acid), [OH-].[Na+] (NaOH), polysulfide, C([O-])([O-])=O.[Na+].[Na+] (sodium carbonate), C(=S)=S (Carbon disulfide). Run in O (water), C(C)(=O)O (acetic acid). Run at temperature 115 celsius. The product is C(=O)(O)CC=1C=CC2=C(NC(S2)=S)C1 (5-carboxymethyl-2-thioxo-2,3-dihydrobenzothiazole). Yield: 54.3%. As a reaction SMILES: Cl[C:2]1[CH:7]=[CH:6][C:5]([CH2:8][C:9]([OH:11])=[O:10])=[CH:4][C:3]=1[N+:12]([O-])=O.[OH-].[Na+].[C:17](=[S:19])=[S:18].C(=O)([O-])[O-].[Na+].[Na+]>O.C(O)(=O)C>[C:9]([CH2:8][C:5]1[CH:6]=[CH:7][C:2]2[S:19][C:17](=[S:18])[NH:12][C:3]=2[CH:4]=1)([OH:11])=[O:10] |f:1.2,4.5.6|. Reported procedure: A solution of 4-chloro-3-nitro-phenylacetic acid (25.0 g, 0.116 mol) in 1N aqueous NaOH (143 mL, 0.143 mol) was added to preformed polysulfide solution (from 72.42 g, 0.301 mol of Na2S.9H2O, 26.87 g, 0.837 mol of S, and 74 mL of H2O) at 50° C. The resulting mixture was mechanically stirred as the temperature of the oil bath was gradually increased to 115° C. over 10 min. The mixture was stirred at that temperature for two hours then allowed to cool to room temperature over two hours. Carbon disu...